This data is from the Open Reaction Database (ORD), a public repository of structured organic reaction records. The task is: describe an organic reaction: reactants, conditions, products, and yield The reactants are C(C)OC(=O)[C@@H]1N([C@@H](CC1)C1=C(C(=C(C=C1)OC)C)C)C(CCl)=O (cis-1-(2-chloroacetyl)-5-(4-methoxy-2,3-dimethyl-phenyl)pyrrolidine-2-carboxylic acid ethyl ester), N (NH3). Solvent: CO (MeOH), O (water). Run at time 2.5 day. Product: COC1=C(C(=C(C=C1)[C@@H]1CC[C@@H]2N1C(CNC2=O)=O)C)C (cis-6-(4-methoxy-2,3-dimethylphenyl)hexahydropyrrolo[1,2-a]pyrazine-1,4-dione). Reaction SMILES: C([O:3][C:4]([C@H:6]1[CH2:10][CH2:9][C@@H:8]([C:11]2[CH:16]=[CH:15][C:14]([O:17][CH3:18])=[C:13]([CH3:19])[C:12]=2[CH3:20])[N:7]1[C:21](=[O:24])[CH2:22]Cl)=O)C.[NH3:25]>CO.O>[CH3:18][O:17][C:14]1[CH:15]=[CH:16][C:11]([C@H:8]2[N:7]3[C:21](=[O:24])[CH2:22][NH:25][C:4](=[O:3])[C@@H:6]3[CH2:10][CH2:9]2)=[C:12]([CH3:20])[C:13]=1[CH3:19]. Reported procedure: A mixture of the crude cis-1-(2-chloroacetyl)-5-(4-methoxy-2,3-dimethyl-phenyl)pyrrolidine-2-carboxylic acid ethyl ester (˜16.56 mmol) and ca. 7 M NH3 in MeOH (50 mL) is stirred in a sealed flask at room temperature for 2.5 days. The mixture is then diluted with water (ca. 200-300 mL). The resulting suspension is cooled to 0° C. and stirred well. The mixture is then filtered and the solid thoroughly washed with water followed by Et2O. Drying affords cis-6-(4-methoxy-2,3-dimethylphenyl)hexahydrop... Reactants: Cc1cc(OCc2ccc(F)cc2F)c(Cl)c(=O)n1Cc1ccc2c(ccn2NC(=O)OC(C)(C)C)c1, CS(C)=O, O. The product is Cc1cc(OCc2ccc(F)cc2F)c(Cl)c(=O)n1Cc1ccc2[nH]ccc2c1. RXN SMILES: [C:1]([O:2][C:3](=[O:4])[NH:5][n:8]1[cH:9][cH:10][c:11]2[cH:12][c:13]([CH2:17][n:18]3[c:19](=[O:36])[c:20]([Cl:35])[c:21]([O:25][CH2:26][c:27]4[c:28]([F:34])[cH:29][c:30]([F:33])[cH:31][cH:32]4)[cH:22][c:23]3[CH3:24])[cH:14][cH:15][c:16]12)([CH3:6])([CH3:7])[CH3:37].[CH3:38][S:39]([CH3:40])=[O:41].[OH2:42]>>[nH:8]1[cH:9][cH:10][c:11]2[cH:12][c:13]([CH2:17][n:18]3[c:19](=[O:36])[c:20]([Cl:35])[c:21]([O:25][CH2:26][c:27]4[c:28]([F:34])[cH:29][c:30]([F:33])[cH:31][cH:32]4)[cH:22][c:23]3[CH3:24])[cH:14][cH:15][c:16]12. Starting materials: II (iodine), OCCCNC1=CC=C(C=C1)C(C(CC)(CC1=CC=CC=C1)N(C)C)=O (1-[4-(3-Hydroxypropylamino)phenyl]-2-dimethylamino-2-benzyl-butan-1-one), N1C=NC=C1 (imidazole), C1(=CC=CC=C1)P(C1=CC=CC=C1)C1=CC=CC=C1 (triphenyl phosphine). Run in C(Cl)Cl (methylene chloride), C(Cl)Cl (methylene chloride). Run at temperature 20 celsius, time 20 minute. Product: ICCCNC1=CC=C(C=C1)C(C(CC)(CC1=CC=CC=C1)N(C)C)=O (1-[4-(3-Iodopropylamino)phenyl]-2-dimethylamino-2-benzyl-butan-1-one). RXN SMILES: O[CH2:2][CH2:3][CH2:4][NH:5][C:6]1[CH:11]=[CH:10][C:9]([C:12](=[O:26])[C:13]([N:23]([CH3:25])[CH3:24])([CH2:16][C:17]2[CH:22]=[CH:21][CH:20]=[CH:19][CH:18]=2)[CH2:14][CH3:15])=[CH:8][CH:7]=1.N1C=CN=C1.C1(P(C2C=CC=CC=2)C2C=CC=CC=2)C=CC=CC=1.[I:51]I>C(Cl)Cl>[I:51][CH2:2][CH2:3][CH2:4][NH:5][C:6]1[CH:11]=[CH:10][C:9]([C:12](=[O:26])[C:13]([N:23]([CH3:25])[CH3:24])([CH2:16][C:17]2[CH:22]=[CH:21][CH:20]=[CH:19][CH:18]=2)[CH2:14][CH3:15])=[CH:8][CH:7]=1. Reported procedure: 14.5 g (0.041 mol) of 1-[4-(3-Hydroxypropylamino)phenyl]-2-dimethylamino-2-benzyl-butan-1-one, 6.96 g (0.1 mol) of imidazole and 26.8 g (0.1 mol) of triphenyl phosphine are dissolved in 100 ml of methylene chloride. To the solution are added 20.8 g (0.082 mol) of iodine and stirred at room temperature (about 20° C.) for 20 min. 200 ml of methylene chloride are added to the reaction mixture and washed with aqueous solution of sodium sulfite and water, and dried over MgSO4. After distilling off th... Starting materials: ClCCCl, CN(C)c1ccncc1, CCN(C(C)C)C(C)C, ClCCl, Cl, CC(C)(C)OC(=O)N1CCc2ccc(N)cc21, On1nnc2cccnc21, O=C(O)c1sccc1NCc1ccnc2ccccc12. Product: CC(C)(C)OC(=O)N1CCc2ccc(NC(=O)c3sccc3NCc3ccnc4ccccc34)cc21. As a reaction SMILES: [CH2:48]([Cl:49])[CH2:50][Cl:51].[CH3:65][N:66]([c:67]1[cH:68][cH:69][n:70][cH:71][cH:72]1)[CH3:73].[CH:18]([N:19]([CH2:20][CH3:21])[CH:22]([CH3:23])[CH3:24])([CH3:25])[CH3:26].[Cl:62][CH2:63][Cl:64].[ClH:27].[NH2:1][c:2]1[cH:3][cH:4][c:5]2[c:9]([cH:10]1)[N:8]([C:11](=[O:12])[O:13][C:14]([CH3:15])([CH3:16])[CH3:17])[CH2:7][CH2:6]2.[OH:52][n:53]1[c:54]2[n:55][cH:56][cH:57][cH:58][c:59]2[n:60][n:61]1.[n:28]1[cH:29][cH:30][c:31]([CH2:38][NH:39][c:40]2[c:41]([C:45](=[O:46])[OH:47])[s:42][cH:43][cH:44]2)[c:32]2[cH:33][cH:34][cH:35][cH:36][c:37]12>>[NH:1]([c:2]1[cH:3][cH:4][c:5]2[c:9]([cH:10]1)[N:8]([C:11](=[O:12])[O:13][C:14]([CH3:15])([CH3:16])[CH3:17])[CH2:7][CH2:6]2)[C:45]([c:41]1[c:40]([NH:39][CH2:38][c:31]2[cH:30][cH:29][n:28][c:37]3[c:32]2[cH:33][cH:34][cH:35][cH:36]3)[cH:44][cH:43][s:42]1)=[O:46]. Reactants: C(C)OC(CC(=O)CC(CC1=C(C=CC=C1)[N+](=O)[O-])=O)=O (ethyl-o-nitrophenylacetylacetoacetate), C(C)O (ethanol). Reaction conditions: time 1 hour. The product is C(C)OC(CC(=O)CC1=C(C=CC=C1)[N+](=O)[O-])=O (ethyl-γ-2-nitrophenylacetoacetate). Reaction SMILES: C(OC(=O)C[C:6]([CH2:8][C:9](=[O:20])[CH2:10][C:11]1[CH:16]=[CH:15][CH:14]=[CH:13][C:12]=1[N+:17]([O-:19])=[O:18])=[O:7])C.[CH2:22]([OH:24])[CH3:23]>>[CH2:22]([O:24][C:6](=[O:7])[CH2:8][C:9]([CH2:10][C:11]1[CH:16]=[CH:15][CH:14]=[CH:13][C:12]=1[N+:17]([O-:19])=[O:18])=[O:20])[CH3:23]. Procedure: 30 gm (0.103M) ethyl-o-nitrophenylacetylacetoacetate was added over a period of 15-20 minutes to a saturated ammoniacal ethanol solution (prepared by bubbling NH3 gas into 400 cc. absolute alcohol for 15- 20 minutes while cooling the solution to 0- 5° C.). The orangy mixture was stirred for 1 hour at 5°- 10° C. and then left in the refrigerator overnight. The ethyl-γ-2-nitrophenylacetoacetate crystals formed were filtered and dried in vacuum. Additional solid was obtained after evaporation of th...